From a dataset of the Open Reaction Database (ORD), a public repository of structured organic reaction records. describe an organic reaction: reactants, conditions, products, and yield The product is COc1cc2ccccc2c(OC)c1-c1cccnc1. As a reaction SMILES: [C:31](=[O:32])([O-:33])[O-:34].[CH3:10][O:11][c:12]1[c:13]([Br:24])[c:14]([O:22][CH3:23])[cH:15][c:16]2[cH:17][cH:18][cH:19][cH:20][c:21]12.[CH3:25][O:26][CH2:27][CH2:28][O:29][CH3:30].[CH3:37][CH2:38][O:39][C:40](=[O:41])[CH3:42].[K+:35].[K+:36].[OH2:43].[n:1]1[cH:2][c:3]([B:7]([OH:8])[OH:9])[cH:4][cH:5][cH:6]1>>[n:1]1[cH:2][c:3](-[c:13]2[c:12]([O:11][CH3:10])[c:21]3[c:16]([cH:15][c:14]2[O:22][CH3:23])[cH:17][cH:18][cH:19][cH:20]3)[cH:4][cH:5][cH:6]1. Starting materials: O=C([O-])[O-], COc1cc2ccccc2c(OC)c1Br, COCCOC, CCOC(C)=O, [K+], [K+], O, OB(O)c1cccnc1.